This data is from the Open Reaction Database (ORD), a public repository of structured organic reaction records. The task is: describe an organic reaction: reactants, conditions, products, and yield Run in C(C)(=O)OCC (ethyl acetate), C1CCOC1 (THF). The reactants are OC(CCN1C(N(C=2N=C(N(C2C1=O)COCC[Si](C)(C)C)OC1=CC(=CC=C1)OC(F)(F)F)C)=O)C (1-(3-hydroxybutyl)-3-methyl-8-(3-(trifluoromethoxy)phenoxy)-7-((2-(trimethylsilyl)ethoxy)methyl)-1H-purine-2,6(3H,7H)-dione), CCCC[N+](CCCC)(CCCC)CCCC.[F-] (TBAF). Procedure: To a solution of 1-(3-hydroxybutyl)-3-methyl-8-(3-(trifluoromethoxy)phenoxy)-7-((2-(trimethylsilyl)ethoxy)methyl)-1H-purine-2,6(3H,7H)-dione (1.1 g, 2.02 mmol) in THF (5 mL) was added TBAF (5 mL, 1 mmol/L in THF) and the mixture was heated at reflux for 16 h. The mixture was cooled and diluted with ethyl acetate. The organic phase was washed with brine and saturated aqueous ammonium chloride; then it was dried and concentrated to give a crude product which was purified by silica gel chromatograp... Isolated yield 83.8%. Product: OC(CCN1C(N(C=2N=C(NC2C1=O)OC1=CC(=CC=C1)OC(F)(F)F)C)=O)C (1-(3-hydroxybutyl)-3-methyl-8-(3-(trifluoromethoxy)phenoxy)-1H-purine-2,6(3H,7H)-dione). As a reaction SMILES: [OH:1][CH:2]([CH3:37])[CH2:3][CH2:4][N:5]1[C:13](=[O:14])[C:12]2[N:11](COCC[Si](C)(C)C)[C:10]([O:23][C:24]3[CH:29]=[CH:28][CH:27]=[C:26]([O:30][C:31]([F:34])([F:33])[F:32])[CH:25]=3)=[N:9][C:8]=2[N:7]([CH3:35])[C:6]1=[O:36].CCCC[N+](CCCC)(CCCC)CCCC.[F-]>C1COCC1.C(OCC)(=O)C>[OH:1][CH:2]([CH3:37])[CH2:3][CH2:4][N:5]1[C:13](=[O:14])[C:12]2[NH:11][C:10]([O:23][C:24]3[CH:29]=[CH:28][CH:27]=[C:26]([O:30][C:31]([F:33])([F:34])[F:32])[CH:25]=3)=[N:9][C:8]=2[N:7]([CH3:35])[C:6]1=[O:36] |f:1.2|. RXN SMILES: [CH3:1][O:2][C:3](=[O:4])[CH:5]1[CH2:6][CH:7]([NH:11][C:12](=[O:13])[c:14]2[s:15][c:16]([Cl:19])[cH:17][cH:18]2)[CH:8]([OH:10])[CH2:9]1.[NH2:20][c:21]1[cH:22][cH:23][c:24]([N:27]2[C:28](=[O:33])[CH2:29][O:30][CH2:31][CH2:32]2)[cH:25][cH:26]1>>[C:3](=[O:4])([CH:5]1[CH2:6][CH:7]([NH:11][C:12](=[O:13])[c:14]2[s:15][c:16]([Cl:19])[cH:17][cH:18]2)[CH:8]([OH:10])[CH2:9]1)[NH:20][c:21]1[cH:22][cH:23][c:24]([N:27]2[C:28](=[O:33])[CH2:29][O:30][CH2:31][CH2:32]2)[cH:25][cH:26]1. Yields the product O=C(NC1CC(C(=O)Nc2ccc(N3CCOCC3=O)cc2)CC1O)c1ccc(Cl)s1. The reactants are COC(=O)C1CC(O)C(NC(=O)c2ccc(Cl)s2)C1, Nc1ccc(N2CCOCC2=O)cc1. Starting materials: COC(=O)CN1CC(=O)NC1=NN=C(C)C, CO, Cl, [Na+], [OH-]. Product: O=C1CN2CC(=O)NC2=NN1. RXN SMILES: [C:1](=[N:4][N:5]=[C:6]1[N:7]([CH2:12][C:13](=[O:3])[O:15][CH3:2])[CH2:8][C:9](=[O:11])[NH:10]1)([CH3:14])[CH3:16].[CH3:20][OH:21].[ClH:19].[Na+:18].[OH-:17]>>[NH:4]1[N:5]=[C:6]2[N:7]([CH2:8][C:9](=[O:11])[NH:10]2)[CH2:12][C:13]1=[O:15].